describe an organic reaction: reactants, conditions, products, and yield From a dataset of the Open Reaction Database (ORD), a public repository of structured organic reaction records. The reactants are O=C(CBr)OCc1ccccc1, ClCCl, c1c[nH]cn1. The product is O=C(Cn1ccnc1)OCc1ccccc1. RXN SMILES: [Br:6][CH2:7][C:8](=[O:9])[O:10][CH2:11][c:12]1[cH:13][cH:14][cH:15][cH:16][cH:17]1.[Cl:18][CH2:19][Cl:20].[nH:1]1[cH:2][n:3][cH:4][cH:5]1>>[n:1]1([CH2:7][C:8](=[O:9])[O:10][CH2:11][c:12]2[cH:13][cH:14][cH:15][cH:16][cH:17]2)[cH:2][n:3][cH:4][cH:5]1. Starting materials: OC1=CC(OC(C1)C)=O (4-hydroxy-5,6-dihydro-6-methyl-2-pyrone), C(CCCCCCCCC)(=O)Cl (decanoyl chloride), O (Water), N12C=CCCCC2NCCC1 (1,8-diazabicyclo(5,4,0)-undecene), N12C=CCCCC2NCCC1 (DBU). The solvent is C1(=CC=CC=C1)C (toluene). The product is C(CCCCCCCCCCC)(=O)OC1=CC(OC(C1)C)=O (4-dodecanoyloxy-6-methyl-5,6-dihydro-2-pyrone). As a reaction SMILES: [OH:1][C:2]1[CH2:7][CH:6]([CH3:8])[O:5][C:4](=[O:9])[CH:3]=1.N12CCCN[CH:16]1[CH2:15][CH2:14][CH2:13][CH:12]=[CH:11]2.[C:21](Cl)(=[O:31])[CH2:22][CH2:23][CH2:24][CH2:25][CH2:26]CCCC.O>C1(C)C=CC=CC=1>[C:21]([O:1][C:2]1[CH2:7][CH:6]([CH3:8])[O:5][C:4](=[O:9])[CH:3]=1)(=[O:31])[CH2:22][CH2:23][CH2:24][CH2:25][CH2:26][CH2:11][CH2:12][CH2:13][CH2:14][CH2:15][CH3:16]. Reported procedure: To a solution of 5.13 g (0.040 mole) of 4-hydroxy-5,6-dihydro-6-methyl-2-pyrone and 6.70 g (0.044 mole) of 1,8-diazabicyclo(5,4,0)-undecene (hereinafter referred to as DBU) in 100 ml of toluene was added dropwise 8.39 g (0.044 mole) of decanoyl chloride with stirring and cooling the reaction mixture in an ice-water bath. After termination of the dropwise addition, the mixture was stirred at room temperature for 7 hours. Water was added to the reaction mixture and the mixture was extracted with t... The reactants are C(C)(=O)OCC.CCCCCC (ethyl acetate hexane), COCOC=1C=C(C=C(C1)C(F)(F)F)C1=NN(C=N1)\C=C/C(=O)OC(C)C ((Z)-isopropyl 3-(3-(3-(methoxymethoxy)-5-(trifluoromethyl)phenyl)-1H-1,2,4-triazol-1-yl)acrylate), SiO2, OS(=O)(=O)[O-].[Na+] (NaHSO4). Solvent: C(Cl)Cl (DCM). Run at time 30 minute. Yields the product C(C)(C)OC(\C=C/N1N=C(N=C1)C=1C=C(O/C=C/C(=O)OC(C)C)C=C(C1)C(F)(F)F)=O ((E)-isopropyl 3-(3-(1-((Z)-3-isopropoxy-3-oxoprop-1-enyl)-1H-1,2,4-triazol-3-yl)-5-(trifluoromethyl)phenoxy)acrylate). Reaction SMILES: CO[CH2:3][O:4][C:5]1[CH:6]=[C:7]([C:15]2[N:19]=[CH:18][N:17](/[CH:20]=[CH:21]\[C:22]([O:24][CH:25]([CH3:27])[CH3:26])=[O:23])[N:16]=2)[CH:8]=[C:9]([C:11]([F:14])([F:13])[F:12])[CH:10]=1.OS([O-])(=O)=O.[Na+].[C:34]([O:37][CH2:38][CH3:39])(=[O:36])[CH3:35].[CH3:40]CCCCC>C(Cl)Cl>[CH:25]([O:24][C:22](=[O:23])/[CH:21]=[CH:20]\[N:17]1[CH:18]=[N:19][C:15]([C:7]2[CH:6]=[C:5]([CH:10]=[C:9]([C:11]([F:14])([F:13])[F:12])[CH:8]=2)[O:4]/[CH:3]=[CH:35]/[C:34]([O:37][CH:38]([CH3:40])[CH3:39])=[O:36])=[N:16]1)([CH3:26])[CH3:27] |f:1.2,3.4|. Procedure details: In a 3-neck 50 mL RBF, (Z)-isopropyl 3-(3-(3-(methoxymethoxy)-5-(trifluoromethyl)phenyl)-1H-1,2,4-triazol-1-yl)acrylate (0.05 g, 1 eq.) was dissolved in DCM (5 mL) and activated NaHSO4.SiO2 (0.050 g) was added and reaction mixture was stirred at RT for 30 min. Reaction completion was monitored on TLC using ethyl acetate:hexane (3:7) mobile phase. Reaction mixture was filtered and concentrates under reduced pressure to afford 0.02 g of pure compound, Yield (45%). 1H NMR (400 MHz, CDCl3): δ 10.5 (...